From a dataset of the Open Reaction Database (ORD), a public repository of structured organic reaction records. describe an organic reaction: reactants, conditions, products, and yield Yields the product C(C)(=O)C=1C=C(C2=C(C=CO2)C1)C=O (5-Acetyl-benzofuran-7-carbaldehyde). Run in CCOCC (ether), C1(=CC=CC=C1)C (toluene). Reported procedure: A mixture of 5-bromo-benzofuran-7-carbaldehyde (2.00 g), 1-ethoxy-1-tributylstannanylethene (3.53 g)and bis(triphenylphosphine)palladium (II) chloride (63 mg) in dry toluene (4 ml) was heated at reflux under nitrogen for 18 h. A further portion of palladium catalyst (63 mg) was added and heating at reflux continued for a further 6 h. The reaction was allowed to cool, diluted with ether (40 ml) and filtered through a plug of Hyflo. The filtrate was washed successively with hydrochloric acid (50 m... Conditions: time 6 hour. The reagents and catalysts are [Pd] (palladium), C1=CC=C(C=C1)P(C2=CC=CC=C2)C3=CC=CC=C3.C1=CC=C(C=C1)P(C2=CC=CC=C2)C3=CC=CC=C3.Cl[Pd]Cl (bis(triphenylphosphine)palladium (II) chloride). The yield is 72.4%. The reactants are BrC=1C=C(C2=C(C=CO2)C1)C=O (5-bromo-benzofuran-7-carbaldehyde), C(C)OC(=C)[Sn](CCCC)(CCCC)CCCC (1-ethoxy-1-tributylstannanylethene). Reaction SMILES: Br[C:2]1[CH:3]=[C:4]([CH:11]=[O:12])[C:5]2[O:9][CH:8]=[CH:7][C:6]=2[CH:10]=1.[CH2:13]([O:15]C([Sn](CCCC)(CCCC)CCCC)=C)[CH3:14]>C1(C)C=CC=CC=1.[Pd].CCOCC.C1C=CC(P(C2C=CC=CC=2)C2C=CC=CC=2)=CC=1.C1C=CC(P(C2C=CC=CC=2)C2C=CC=CC=2)=CC=1.Cl[Pd]Cl>[C:13]([C:2]1[CH:3]=[C:4]([CH:11]=[O:12])[C:5]2[O:9][CH:8]=[CH:7][C:6]=2[CH:10]=1)(=[O:15])[CH3:14] |f:5.6.7|. The reactants are N(=O)OCCC(C)C (isoamyl nitrite), FC1=C(OC=2C=CC(=C(C2)N)C)C=CC=C1 (5-(2-fluoro-phenoxy)-2-methyl-phenylamine), C(C)(=O)OC(C)=O (acetic anhydride), C(C)(=O)[O-].[K+] (potassium acetate). Solvent: C1=CC=CC=C1 (benzene). Run at time 8 hour. Product: FC1=C(OC2=CC=C3C=NNC3=C2)C=CC=C1 (6-(2-fluoro-phenoxy)-1H-indazole). Isolated yield 71.4%. Reaction SMILES: [F:1][C:2]1[CH:16]=[CH:15][CH:14]=[CH:13][C:3]=1[O:4][C:5]1[CH:6]=[CH:7][C:8]([CH3:12])=[C:9]([NH2:11])[CH:10]=1.C(OC(=O)C)(=O)C.C([O-])(=O)C.[K+].[N:29](OCCC(C)C)=O>C1C=CC=CC=1>[F:1][C:2]1[CH:16]=[CH:15][CH:14]=[CH:13][C:3]=1[O:4][C:5]1[CH:10]=[C:9]2[C:8]([CH:12]=[N:29][NH:11]2)=[CH:7][CH:6]=1 |f:2.3|. Procedure: To a suspension of 5-(2-fluoro-phenoxy)-2-methyl-phenylamine (2.4 g, 11.04 mmol), acetic anhydride (3.36 g, 33.12 mmol) and potassium acetate anhydrous (1.10 g, 11.16 mmol) in benzene (36 mL) at 80° C. was added dropwise over 30 minutes isoamyl nitrite (2.22 mL, 16.56 mmol) and the reaction mixture was stirred at this temperature overnight. After cooling to room temperature, the precipitate formed was filtered and the filtrate was concentrated under vacuum and the residue treated with 5N HCl (4.... Starting materials: CN(C)C=O, O, O=S(=O)(OCC(F)(F)F)C(F)(F)F, COC(=O)c1c[nH]c2c1CCc1cnccc1-2. The product is COC(=O)c1cn(CC(F)(F)F)c2c1CCc1cnccc1-2. As a reaction SMILES: [O:32]=[CH:33][N:34]([CH3:35])[CH3:36].[OH2:31].[S:18]([O:19][CH2:26][C:27]([F:28])([F:29])[F:30])([C:20]([F:21])([F:22])[F:23])(=[O:24])=[O:25].[nH:1]1[cH:2][c:3]([C:14](=[O:15])[O:16][CH3:17])[c:4]2[c:5]1-[c:6]1[cH:7][cH:8][n:9][cH:10][c:11]1[CH2:12][CH2:13]2>>[n:1]1([CH2:26][C:27]([F:28])([F:29])[F:30])[cH:2][c:3]([C:14](=[O:15])[O:16][CH3:17])[c:4]2[c:5]1-[c:6]1[cH:7][cH:8][n:9][cH:10][c:11]1[CH2:12][CH2:13]2. Starting materials: [OH-].[NH4+] (ammonium hydroxide), CC1=C(N)C=CC=C1[N+](=O)[O-] (2-methyl-3-nitroaniline), OCC(O)CO (glycerin), O.O=[As](=O)O[As](=O)=O (arsenic pentoxide hydrate). The solvent is S(O)(O)(=O)=O (sulfuric acid), C(C)(=O)O (acetic acid), O (water). Conditions: temperature 150 celsius, time 6 hour. Yields the product CC=1C(=CC=C2C=CC=NC12)[N+](=O)[O-] (8-methyl-7-nitroquinoline). RXN SMILES: [CH3:1][C:2]1[C:8]([N+:9]([O-:11])=[O:10])=[CH:7][CH:6]=[CH:5][C:3]=1[NH2:4].O[CH2:13][CH:14]([CH2:16]O)O.O.O=[As](O[As](=O)=O)=O.[OH-].[NH4+]>S(=O)(=O)(O)O.O.C(O)(=O)C>[CH3:1][C:2]1[C:8]([N+:9]([O-:11])=[O:10])=[CH:7][CH:6]=[C:5]2[C:3]=1[N:4]=[CH:16][CH:14]=[CH:13]2 |f:2.3,4.5|. Reported procedure: A mixture of 2-methyl-3-nitroaniline (10 g), glycerin (20.57 g) and arsenic pentoxide hydrate (As2O5.xH2O, Baker, 88% As2O5, 8.5 g) in concentrated sulfuric acid (9.75 mL) is heated slowly to 150° C. in an open round-bottom flask, then stirred for 6 hours at 150° C. The resulting mixture is cooled to room temperature and diluted with water (200 mL), then basified with ammonium hydroxide (28-30%, 100 mL). After about 10 minutes, the solution is acidified to pH=5 with glacial acetic acid and extra... Starting materials: C1(=CC=C(C=C1)CN1C(=NC2=C1C=C(C(=C2F)I)F)OC2CC(C2)C(=O)OCC)C2=CC=CC=C2 (ethyl 3-{[1-(biphenyl-4-ylmethyl)-4,6-difluoro-5-iodo-1H-benzimidazol-2-yl]oxy}cyclobutanecarboxylate), B(C=1C=CC(=CC1)C=2C=CC=CC2)(O)O (biphenylboronic acid), solution, C(=O)([O-])[O-].[K+].[K+] (K2CO3). Reagents/catalysts: C=1C=CC(=CC1)[P](C=2C=CC=CC2)(C=3C=CC=CC3)[Pd]([P](C=4C=CC=CC4)(C=5C=CC=CC5)C=6C=CC=CC6)([P](C=7C=CC=CC7)(C=8C=CC=CC8)C=9C=CC=CC9)[P](C=1C=CC=CC1)(C=1C=CC=CC1)C=1C=CC=CC1 (Pd(PPh3)4). Run in CCOC(=O)C (EtOAc), O (H2O), CN(C)C=O (DMF). Run at temperature 120 celsius. The product is EtOAc hexanes, C1(=CC=C(C=C1)C1=C(C2=C(N(C(=N2)OC2CC(C2)C(=O)OCC)CC2=CC=C(C=C2)C2=CC=CC=C2)C=C1F)F)C1=CC=CC=C1 (Ethyl 3-{[5-(biphenyl-4-yl)-1-(biphenyl-4-ylmethyl)-4,6-difluoro-1H-benzimidazol-2-yl]oxy}cyclobutanecarboxylate). Isolated yield 20.0%. Reaction SMILES: [C:1]1([C:30]2[CH:35]=[CH:34][CH:33]=[CH:32][CH:31]=2)[CH:6]=[CH:5][C:4]([CH2:7][N:8]2[C:12]3[CH:13]=[C:14]([F:19])[C:15](I)=[C:16]([F:17])[C:11]=3[N:10]=[C:9]2[O:20][CH:21]2[CH2:24][CH:23]([C:25]([O:27][CH2:28][CH3:29])=[O:26])[CH2:22]2)=[CH:3][CH:2]=1.B(O)(O)[C:37]1[CH:38]=[CH:39][C:40]([C:43]2[CH:44]=[CH:45][CH:46]=[CH:47][CH:48]=2)=[CH:41][CH:42]=1.C([O-])([O-])=O.[K+].[K+]>CN(C=O)C.CCOC(C)=O.O.C1C=CC([P]([Pd]([P](C2C=CC=CC=2)(C2C=CC=CC=2)C2C=CC=CC=2)([P](C2C=CC=CC=2)(C2C=CC=CC=2)C2C=CC=CC=2)[P](C2C=CC=CC=2)(C2C=CC=CC=2)C2C=CC=CC=2)(C2C=CC=CC=2)C2C=CC=CC=2)=CC=1>[C:40]1([C:43]2[CH:48]=[CH:47][CH:46]=[CH:45][CH:44]=2)[CH:41]=[CH:42][C:37]([C:15]2[C:14]([F:19])=[CH:13][C:12]3[N:8]([CH2:7][C:4]4[CH:5]=[CH:6][C:1]([C:30]5[CH:31]=[CH:32][CH:33]=[CH:34][CH:35]=5)=[CH:2][CH:3]=4)[C:9]([O:20][CH:21]4[CH2:22][CH:23]([C:25]([O:27][CH2:28][CH3:29])=[O:26])[CH2:24]4)=[N:10][C:11]=3[C:16]=2[F:17])=[CH:38][CH:39]=1 |f:2.3.4,^1:72,74,93,112|. Reported procedure: A solution of ethyl 3-{[1-(biphenyl-4-ylmethyl)-4,6-difluoro-5-iodo-1H-benzimidazol-2-yl]oxy}cyclobutanecarboxylate (0.350 g, 0.595 mmol), biphenylboronic acid (0.130 g, 0.654 mmol), and Pd(PPh3)4 (0.027 g, 0.024 mmol) in 6 mL of DMF was treated with a 1 M solution of K2CO3 (1.20 mL). The resulting yellow solution was heated at 120° C. for 45 min, and then diluted with EtOAc and H2O. The layers were separated and the aqueous layer was extracted with EtOAc. The combined organic layers were washed...